From a dataset of the Open Reaction Database (ORD), a public repository of structured organic reaction records. describe an organic reaction: reactants, conditions, products, and yield The reactants are C(C)(C)(C)OC(N[C@@H](CN1C(N(C(=C(C1=O)N1CC(N(CC1)CC=1OC(=CC1)C(F)(F)F)CO)C)CC1=C(C=CC=C1C(F)(F)F)F)=O)C1=CC=CC=C1)=O (((R)-2-{3-(2-fluoro-6-trifluoromethyl-benzyl)-5-[3-hydroxymethyl-4-(5-trifluoromethyl-furan-2-ylmethyl)-piperazin-1-yl]-4-methyl-2,6-dioxo-3,6-dihydro-2H-pyrimidin-1-yl}-1-phenyl-ethyl)-carbamic acid tert-butyl ester), FC(C(=O)O)(F)F (trifluoroacetic acid), C([O-])(O)=O.[Na+] (sodium bicarbonate). The solvent is ClCCl (dichloromethane). Conditions: time 1 hour. The product is N[C@@H](CN1C(N(C(=C(C1=O)N1CC(N(CC1)CC=1OC(=CC1)C(F)(F)F)CO)C)CC1=C(C=CC=C1C(F)(F)F)F)=O)C1=CC=CC=C1 (3-((R)-2-amino-2-phenyl-ethyl)-1-(2-fluoro-6-trifluoromethyl-benzyl)-5-[3-hydroxymethyl-4-(5-trifluoromethyl-furan-2-ylmethyl)-piperazin-1-yl]-6-methyl-1H-pyrimidine-2,4-dione). The yield is 79.8%. As a reaction SMILES: C(OC(=O)[NH:7][C@H:8]([C:49]1[CH:54]=[CH:53][CH:52]=[CH:51][CH:50]=1)[CH2:9][N:10]1[C:15](=[O:16])[C:14]([N:17]2[CH2:22][CH2:21][N:20]([CH2:23][C:24]3[O:25][C:26]([C:29]([F:32])([F:31])[F:30])=[CH:27][CH:28]=3)[CH:19]([CH2:33][OH:34])[CH2:18]2)=[C:13]([CH3:35])[N:12]([CH2:36][C:37]2[C:42]([C:43]([F:46])([F:45])[F:44])=[CH:41][CH:40]=[CH:39][C:38]=2[F:47])[C:11]1=[O:48])(C)(C)C.FC(F)(F)C(O)=O.C(=O)(O)[O-].[Na+]>ClCCl>[NH2:7][C@H:8]([C:49]1[CH:50]=[CH:51][CH:52]=[CH:53][CH:54]=1)[CH2:9][N:10]1[C:15](=[O:16])[C:14]([N:17]2[CH2:22][CH2:21][N:20]([CH2:23][C:24]3[O:25][C:26]([C:29]([F:30])([F:31])[F:32])=[CH:27][CH:28]=3)[CH:19]([CH2:33][OH:34])[CH2:18]2)=[C:13]([CH3:35])[N:12]([CH2:36][C:37]2[C:42]([C:43]([F:45])([F:46])[F:44])=[CH:41][CH:40]=[CH:39][C:38]=2[F:47])[C:11]1=[O:48] |f:2.3|. Procedure: To a solution of ((R)-2-{3-(2-fluoro-6-trifluoromethyl-benzyl)-5-[3-hydroxymethyl-4-(5-trifluoromethyl-furan-2-ylmethyl)-piperazin-1-yl]-4-methyl-2,6-dioxo-3,6-dihydro-2H-pyrimidin-1-yl}-1-phenyl-ethyl)-carbamic acid tert-butyl ester (17 mg, 0.022 mmol) in dichloromethane (1 mL) was added trifluoroacetic acid (100 μl, 1.30 mmol), followed by at room temperature for 1 hr. The solution was neutralized with an aqueous saturated sodium bicarbonate solution. After concentration of the organic layer t... The reactants are [BH4-], CO, Cc1nn(-c2ncccc2C=O)cc1CN1CCC2(CC1)OCC(F)(F)c1cc(Cl)sc12, ClCCl, [Na+]. The product is Cc1nn(-c2ncccc2CO)cc1CN1CCC2(CC1)OCC(F)(F)c1cc(Cl)sc12. Reaction SMILES: [BH4-:33].[CH3:35][OH:36].[Cl:1][c:2]1[cH:3][c:4]2[c:5]([s:32]1)[C:6]1([O:7][CH2:8][C:9]2([F:10])[F:11])[CH2:12][CH2:13][N:14]([CH2:17][c:18]2[c:19]([CH3:31])[n:20][n:21](-[c:23]3[n:24][cH:25][cH:26][cH:27][c:28]3[CH:29]=[O:30])[cH:22]2)[CH2:15][CH2:16]1.[Cl:37][CH2:38][Cl:39].[Na+:34]>>[Cl:1][c:2]1[cH:3][c:4]2[c:5]([s:32]1)[C:6]1([O:7][CH2:8][C:9]2([F:10])[F:11])[CH2:12][CH2:13][N:14]([CH2:17][c:18]2[c:19]([CH3:31])[n:20][n:21](-[c:23]3[n:24][cH:25][cH:26][cH:27][c:28]3[CH2:29][OH:30])[cH:22]2)[CH2:15][CH2:16]1. Starting materials: C1CN2CCN1CC2, CN1CC2CC1CN2, CC#N, CN(C)C=O, C=Cc1c(F)c(F)c(F)c2c1c(=O)c(C(=O)O)cn2C1CC1, O. Yields the product C=Cc1c(F)c(N2CC3CC2CN3C)c(F)c2c1c(=O)c(C(=O)O)cn2C1CC1. As a reaction SMILES: [CH2:31]1[N:32]2[CH2:33][CH2:34][N:35]([CH2:36][CH2:37]2)[CH2:38]1.[CH3:23][N:24]1[CH:25]2[CH2:26][NH:27][CH:28]([CH2:29]1)[CH2:30]2.[CH3:40][C:41]#[N:42].[CH3:43][N:44]([CH3:45])[CH:46]=[O:47].[CH:1]1([n:4]2[cH:5][c:6]([C:20](=[O:21])[OH:22])[c:7](=[O:19])[c:8]3[c:9]([CH:17]=[CH2:18])[c:10]([F:16])[c:11]([F:15])[c:12]([F:14])[c:13]23)[CH2:2][CH2:3]1.[OH2:39]>>[CH:1]1([n:4]2[cH:5][c:6]([C:20](=[O:21])[OH:22])[c:7](=[O:19])[c:8]3[c:9]([CH:17]=[CH2:18])[c:10]([F:16])[c:11]([N:27]4[CH2:26][CH:25]5[N:24]([CH3:23])[CH2:29][CH:28]4[CH2:30]5)[c:12]([F:14])[c:13]23)[CH2:2][CH2:3]1. Isolated yield 69.6%. Reaction SMILES: [C:1]1([S:7][C:8]2[CH2:14][CH:13]3[CH:10]([C:11](=[O:18])[CH:12]3[CH:15]([OH:17])[CH3:16])[C:9]=2[C:19]([O:21][CH:22]([C:29]2[CH:34]=[CH:33][CH:32]=[CH:31][CH:30]=2)[C:23]2[CH:28]=[CH:27][CH:26]=[CH:25][CH:24]=2)=[O:20])[CH:6]=[CH:5][CH:4]=[CH:3][CH:2]=1.ClC1C=CC=C(C(OO)=[O:43])C=1>C(Cl)Cl>[C:1]1([S:7]([C:8]2[CH2:14][CH:13]3[CH:10]([C:11](=[O:18])[CH:12]3[CH:15]([OH:17])[CH3:16])[C:9]=2[C:19]([O:21][CH:22]([C:29]2[CH:30]=[CH:31][CH:32]=[CH:33][CH:34]=2)[C:23]2[CH:28]=[CH:27][CH:26]=[CH:25][CH:24]=2)=[O:20])=[O:43])[CH:2]=[CH:3][CH:4]=[CH:5][CH:6]=1. Reported procedure: To a solution of 200 mg of 3-phenylthio-6-(1-hydroxyethyl)-7-oxobicyclo[3.2.0]hept-2-en-2-carboxylic acid, diphenylmethyl ester, in 15 mL of methylene chloride at -50° under nitrogen was added 90 mg of m-chloroperbenzoic acid in 3 mL of methylene chloride. The solution was stirred at -40° for 45 min and then warmed to room temperature over a 45 min period. The mixture was partitioned between methylene chloride and aqueous sodium sulfite. The organic layer was washed twice with bicarbonate, then ... Yields the product C1(=CC=CC=C1)S(=O)C1=C(C2C(C(C2C1)C(C)O)=O)C(=O)OC(C1=CC=CC=C1)C1=CC=CC=C1 (3-phenylsulfinyl-6-(1-hydroxyethyl)-7-oxobicyclo[3.2.0]-hept-2-en-2-carboxylic acid, diphenylmethyl ester). Starting materials: C1(=CC=CC=C1)SC1=C(C2C(C(C2C1)C(C)O)=O)C(=O)OC(C1=CC=CC=C1)C1=CC=CC=C1 (3-phenylthio-6-(1-hydroxyethyl)-7-oxobicyclo[3.2.0]hept-2-en-2-carboxylic acid, diphenylmethyl ester), ClC1=CC(=CC=C1)C(=O)OO (m-chloroperbenzoic acid). Run at time 45 minute. The solvent is C(Cl)Cl (methylene chloride), C(Cl)Cl (methylene chloride). The reactants are COP(=O)(OC)c1ccc2[nH]nc(C=Cc3ccccc3)c2c1, CO, Cl, [Na+], [OH-]. Yields the product COP(=O)(O)c1ccc2[nH]nc(C=Cc3ccccc3)c2c1. RXN SMILES: [CH3:1][O:2][P:3]([O:4][CH3:5])(=[O:6])[c:7]1[cH:8][c:9]2[c:10]([CH:16]=[CH:17][c:18]3[cH:19][cH:20][cH:21][cH:22][cH:23]3)[n:11][nH:12][c:13]2[cH:14][cH:15]1.[CH3:27][OH:28].[ClH:24].[Na+:26].[OH-:25]>>[CH3:1][O:2][P:3](=[O:4])([OH:6])[c:7]1[cH:8][c:9]2[c:10]([CH:16]=[CH:17][c:18]3[cH:19][cH:20][cH:21][cH:22][cH:23]3)[n:11][nH:12][c:13]2[cH:14][cH:15]1.